Dataset: the Open Reaction Database (ORD), a public repository of structured organic reaction records. Task: describe an organic reaction: reactants, conditions, products, and yield Reactants: O=C([O-])[O-], O=c1ccc(Br)cn1CCOCc1ccccc1, COCCOC, [Na+], [Na+], OB(O)c1ccccc1. Yields the product O=c1ccc(-c2ccccc2)cn1CCOCc1ccccc1. As a reaction SMILES: [C:28](=[O:29])([O-:30])[O-:31].[CH2:1]([c:2]1[cH:3][cH:4][cH:5][cH:6][cH:7]1)[O:8][CH2:9][CH2:10][n:11]1[c:12](=[O:18])[cH:13][cH:14][c:15]([Br:17])[cH:16]1.[CH3:34][O:35][CH2:36][CH2:37][O:38][CH3:39].[Na+:32].[Na+:33].[OH:19][B:20]([OH:21])[c:22]1[cH:23][cH:24][cH:25][cH:26][cH:27]1>>[CH2:1]([c:2]1[cH:3][cH:4][cH:5][cH:6][cH:7]1)[O:8][CH2:9][CH2:10][n:11]1[c:12](=[O:18])[cH:13][cH:14][c:15](-[c:22]2[cH:23][cH:24][cH:25][cH:26][cH:27]2)[cH:16]1. Starting materials: COC1=CC=2CCC=3C4=COC([C@@]4(C)CCC3C2C=C1)=O (3-methoxy-16-oxaestra-1,3,5(10), 8,14-pentaen-17-one), CP(OC)(OC)=O (dimethyl methylphosphonate), C(CCC)[Li] (n-butyl lithium). Solvent: O1CCCC1 (tetrahydrofuran), O1CCCC1 (tetrahydrofuran), O (water), CCCCCC (hexane). Conditions: time 10 minute. RXN SMILES: CP(=O)([O:5][CH3:6])OC.[CH2:8]([Li])CCC.[CH3:13][O:14][C:15]1[CH:32]=[CH:31][C:30]2[C:29]3[CH2:28][CH2:27][C@@:25]4(C)[C:21](=[CH:22]O[C:24]4=O)[C:20]=3[CH2:19][CH2:18][C:17]=2[CH:16]=1>CCCCCC.O1CCCC1.O>[CH3:13][O:14][C:15]1[CH:32]=[CH:31][C:18]2[C:19]3[CH2:28][CH2:27][C@@:25]4([CH3:24])[C@H:21]([CH:22]=[CH:8][C:6]4=[O:5])[C:20]=3[CH2:29][CH2:30][C:17]=2[CH:16]=1.[CH3:13][O:14][C:15]1[CH:32]=[CH:31][C:18]2[C:19]3[CH2:28][CH2:27][C@@:25]4([CH3:24])[C@@H:21]([CH:22]=[CH:8][C:6]4=[O:5])[C:20]=3[CH2:29][CH2:30][C:17]=2[CH:16]=1. Procedure: To a solution of 5 g. of dimethyl methylphosphonate in 100 ml. of dry tetrahydrofuran cooled to about -78° under nitrogen, there is added with stirring one equivalent of n-butyl lithium in hexane. After about 10 minutes, there is added one molar equivalent of 3-methoxy-16-oxaestra-1,3,5(10), 8,14-pentaen-17-one in dry tetrahydrofuran while maintaining the temperature at about -78°. The mixture is allowed to warm to room temperature and then left to stand at room temperature for 5 hours. The mixt... Product: COC1=CC=2CCC=3[C@H]4C=CC([C@@]4(C)CCC3C2C=C1)=O (3-methoxy-14β-estra- 1,3,5(10),8,15 -pentaen-17-one), COC1=CC=2CCC=3[C@@H]4C=CC([C@@]4(C)CCC3C2C=C1)=O (3-methoxy-14α-estra-1,3,5(10),8,15-pentaen-17-one). Starting materials: solid, Cl.Cl.O1CCC2=C1C=CC=C2C2CCN(CC2)CC[C@@H]2CC[C@H](CC2)N (trans-4-{2-[4-(2,3-dihydro-benzofuran-4-yl)-piperidin-1-yl]-ethyl}-cyclohexylamine dihydrochloride), Cl.Cl.O1CCC2=C1C=CC=C2C2CCN(CC2)CC[C@@H]2CC[C@H](CC2)N (trans-4-{2-[4-(2,3-dihydro-benzofuran-4-yl)-piperidin-1-yl]-ethyl}-cyclohexylamine dihydrochloride), FC(C(C(=O)O)O)(F)F ((RS)-3,3,3-trifluoro-2-hydroxy-propionic acid). The product is O1CCC2=C1C=CC=C2C2CCN(CC2)CC[C@@H]2CC[C@H](CC2)NC(C(C(F)(F)F)O)=O (trans-(RS)—N-(4-{2-[4-(2,3-Dihydro-benzofuran-4-yl)-piperidin-1-yl]-ethyl}-cyclohexyl)-3,3,3-trifluoro-2-hydroxy-propionamide). As a reaction SMILES: Cl.Cl.[O:3]1[C:7]2[CH:8]=[CH:9][CH:10]=[C:11]([CH:12]3[CH2:17][CH2:16][N:15]([CH2:18][CH2:19][C@H:20]4[CH2:25][CH2:24][C@H:23]([NH2:26])[CH2:22][CH2:21]4)[CH2:14][CH2:13]3)[C:6]=2[CH2:5][CH2:4]1.[F:27][C:28]([F:35])([F:34])[CH:29]([OH:33])[C:30](O)=[O:31]>>[O:3]1[C:7]2[CH:8]=[CH:9][CH:10]=[C:11]([CH:12]3[CH2:17][CH2:16][N:15]([CH2:18][CH2:19][C@H:20]4[CH2:21][CH2:22][C@H:23]([NH:26][C:30](=[O:31])[CH:29]([OH:33])[C:28]([F:35])([F:34])[F:27])[CH2:24][CH2:25]4)[CH2:14][CH2:13]3)[C:6]=2[CH2:5][CH2:4]1 |f:0.1.2|. Reported procedure: The title compound, yellow solid (39 mg, 35%), MS (ISP) m/z=455.4 [(M+H)+], mp 179° C., was prepared in accordance with the general method of example 1 from trans-4-{2-[4-(2,3-dihydro-benzofuran-4-yl)-piperidin-1-yl]-ethyl}-cyclohexylamine dihydrochloride (intermediate B) (100 mg, 0.25 mmol) and (RS)-3,3,3-trifluoro-2-hydroxy-propionic acid. Solvent: C(C)#N (acetonitrile), CO.C(Cl)Cl (methanol methylene chloride), C(C)(=O)OCC (ethyl acetate). Reaction SMILES: Br[CH2:2][CH2:3][CH2:4][CH2:5][N:6]1[C:10](=[O:11])[C:9]([CH3:13])([CH3:12])[S:8][CH2:7]1.[S:14]1[C:18]2[CH:19]=[CH:20][CH:21]=[CH:22][C:17]=2[N:16]=[C:15]1[N:23]1[CH2:28][CH2:27][NH:26][CH2:25][CH2:24]1.C([O-])([O-])=O.[K+].[K+].[Na+].[I-].[Br-]>C(OCC)(=O)C.CO.C(Cl)Cl.C(#N)C>[S:14]1[C:18]2[CH:19]=[CH:20][CH:21]=[CH:22][C:17]=2[N:16]=[C:15]1[N:23]1[CH2:24][CH2:25][N:26]([CH2:2][CH2:3][CH2:4][CH2:5][N:6]2[C:10](=[O:11])[C:9]([CH3:13])([CH3:12])[S:8][CH2:7]2)[CH2:27][CH2:28]1 |f:2.3.4,5.6,9.10|. Conditions: temperature 65 celsius, time 19 hour. Yield: 77.9%. Reactants: BrCCCCN1CSC(C1=O)(C)C (3-(4-bromobutyl)-5,5-dimethyl-4-thiazolidinone), S1C(=NC2=C1C=CC=C2)N2CCNCC2 (1-(2-benzothiazolyl)piperazine), C(=O)([O-])[O-].[K+].[K+] (K2CO3), [Na+].[I-] (NaI), [Br-] (bromide). Reported procedure: A mixture of 3-(4-bromobutyl)-5,5-dimethyl-4-thiazolidinone (3.42 g), 1-(2-benzothiazolyl)piperazine (3.10 g), K2CO3 (6.19 g), NaI (250 mg) and acetonitrile was heated at 65° C. (bath temperature) under nitrogen. After 19 hours, TLC analysis (5% methanol/methylene chloride) showed the absence of starting bromide and the presence of a major product, Rf =0.29. The reaction mixture was cooled to room temperature, ethyl acetate (100 ml) was added and the mixture filtered. The filtrate was concentrat... Yields the product S1C(=NC2=C1C=CC=C2)N2CCN(CC2)CCCCN2CSC(C2=O)(C)C (3-[4-[1-(2-Benzothiazolyl)-4-piperazinyl]butyl]-5,5-dimethyl-4-thiazolidinone). The reactants are O=C(Cl)c1cccc(Br)c1, C1CCOC1, [H-], Nc1c(Cl)cncc1Cl, [Na+], O. The product is O=C(Nc1c(Cl)cncc1Cl)c1cccc(Br)c1. Reaction SMILES: [Br:12][c:13]1[cH:14][c:15]([C:16](=[O:17])[Cl:18])[cH:19][cH:20][cH:21]1.[CH2:22]1[O:23][CH2:24][CH2:25][CH2:26]1.[H-:11].[NH2:1][c:2]1[c:3]([Cl:9])[cH:4][n:5][cH:6][c:7]1[Cl:8].[Na+:10].[OH2:27]>>[NH:1]([c:2]1[c:3]([Cl:9])[cH:4][n:5][cH:6][c:7]1[Cl:8])[C:16]([c:15]1[cH:14][c:13]([Br:12])[cH:21][cH:20][cH:19]1)=[O:17]. Starting materials: N(=[N+]=[N-])C(C(=O)OCC)=CC=1C=2N(C=CC1)C=C(N2)C2=CC=CC=C2 (Ethyl α-azido-β-(2-phenylimidazo[1,2-a]pyridin-8-yl)propenoate), ( 48 ), [K+].[Br-] (KBr), ( 100 ). The product is C1(=CC=CC=C1)C1=NC=2N(C=CC=3C2C=C(N3)C(=O)OCC)C1 (Ethyl 2-phenylimidazo[1,2-a]pyrrolo[3,2-c]pyridine-8-carboxylate). Reaction SMILES: [N:1]([C:4](=[CH:10][C:11]1[C:12]2[N:13]([CH:17]=[C:18]([C:20]3[CH:25]=[CH:24][CH:23]=[CH:22][CH:21]=3)[N:19]=2)[CH:14]=[CH:15][CH:16]=1)[C:5]([O:7][CH2:8][CH3:9])=[O:6])=[N+]=[N-].[K+].[Br-]>>[C:20]1([C:18]2[CH2:17][N:13]3[CH:14]=[CH:15][C:16]4[C:11]([CH:10]=[C:4]([C:5]([O:7][CH2:8][CH3:9])=[O:6])[N:1]=4)=[C:12]3[N:19]=2)[CH:25]=[CH:24][CH:23]=[CH:22][CH:21]=1 |f:1.2|. Reported procedure: From 6c (yield: 90%); mp 255-257° C.; IR (KBr) 3266, 1676, 1253 cm−1; 1H NMR (400 MHz, DMSO-d6) δ 1.39 (t, 3H, J=7 Hz), 4.39 (q, 2H, J=7 Hz), 7.07 (d, 1H, J=7.5 Hz), 7.32 (t, 1H, J=7.5 Hz), 7.47 (m, 3H), 7.99 (d, 2H, J=7.5 Hz), 8.31 (d, 1H, J=7.5 Hz), 8.33 (s, 1H), 12.6 (s, 1H); 13C NMR (100 MHz, DMSO-d6) δ 14.3, 60.4, 101.7, 106.7, 109.6, 113.2, 124.3, 125.2, 125.8, 127.1, 128.6, 133.2, 134.2, 141.1, 142.0, 160.5; MS m/z 305 (M+, 40), 259 (100), 102 (48). Anal. Calcd for C18H15N3O2: C, 70.81; H...